This data is from the Open Reaction Database (ORD), a public repository of structured organic reaction records. The task is: describe an organic reaction: reactants, conditions, products, and yield Starting materials: [Ag+2], O=C([O-])[O-], CCOC(=O)c1c(CI)nc2cc(OC)c(OC)cc2c1-c1ccc(OC)c(OC)c1, Cn1ccnc1O, c1ccccc1. The product is CCOC(=O)c1c(COc2nccn2C)nc2cc(OC)c(OC)cc2c1-c1ccc(OC)c(OC)c1. RXN SMILES: [Ag+2:43].[C:39](=[O:40])([O-:41])[O-:42].[I:1][CH2:2][c:3]1[n:4][c:5]2[cH:6][c:7]([O:30][CH3:31])[c:8]([O:28][CH3:29])[cH:9][c:10]2[c:11](-[c:18]2[cH:19][c:20]([O:26][CH3:27])[c:21]([O:24][CH3:25])[cH:22][cH:23]2)[c:12]1[C:13](=[O:14])[O:15][CH2:16][CH3:17].[OH:32][c:33]1[n:34]([CH3:38])[cH:35][cH:36][n:37]1.[cH:44]1[cH:45][cH:46][cH:47][cH:48][cH:49]1>>[CH2:2]([c:3]1[n:4][c:5]2[cH:6][c:7]([O:30][CH3:31])[c:8]([O:28][CH3:29])[cH:9][c:10]2[c:11](-[c:18]2[cH:19][c:20]([O:26][CH3:27])[c:21]([O:24][CH3:25])[cH:22][cH:23]2)[c:12]1[C:13](=[O:14])[O:15][CH2:16][CH3:17])[O:32][c:33]1[n:34]([CH3:38])[cH:35][cH:36][n:37]1. The reactants are O (water), Cl (Hydrochloric acid), C(CCC)OC=1C(C(C1OCCCC)(O)CCCCCC)=O (2,3-dibutoxy-4-hexyl-4-hydroxycyclobut-2-en-1-one), resultant solution, resultant solution. Solvent: Hexanes, C1CCOC1 (THF). Product: C(CCCCC)C=1C(C(C1O)=O)=O (3-hexyl-4-hydroxy-cyclobut-3 -ene-1,2-dione). The yield is 33.0%. As a reaction SMILES: Cl.C([O:6][C:7]1[C:8](=[O:23])[C:9]([CH2:17][CH2:18][CH2:19][CH2:20][CH2:21][CH3:22])(O)[C:10]=1[O:11]CCCC)CCC.O>C1COCC1>[CH2:17]([C:9]1[C:10](=[O:11])[C:7](=[O:6])[C:8]=1[OH:23])[CH2:18][CH2:19][CH2:20][CH2:21][CH3:22]. Procedure details: 6N Hydrochloric acid (150 mL) was added in one portion to a stirred solution of crude 2,3-dibutoxy-4-hexyl-4-hydroxycyclobut-2-en-1-one (15.1 g, prepared in Part A above) in THF (150 mL), and the resultant solution was stirred at room temperature for 3 hours. The reaction mixture was then concentrated under reduced pressure to give a yellow solid. To this solid was added water (100 mL), which was then removed under reduced pressure. Toluene (100 mL) was similarly added and removed under reduced ... The reactants are O=C(CNC(=O)c1cccc(C(F)(F)F)c1)NC1CNC1, O=C1CCC(n2ccc(O)cc2=O)CC1. Product: O=C(CNC(=O)c1cccc(C(F)(F)F)c1)NC1CN(C2CCC(n3ccc(O)cc3=O)CC2)C1. As a reaction SMILES: [NH:16]1[CH2:17][CH:18]([NH:20][C:21](=[O:22])[CH2:23][NH:24][C:25]([c:26]2[cH:27][c:28]([C:32]([F:33])([F:34])[F:35])[cH:29][cH:30][cH:31]2)=[O:36])[CH2:19]1.[OH:1][c:2]1[cH:3][c:4](=[O:15])[n:5]([CH:8]2[CH2:9][CH2:10][C:11](=[O:14])[CH2:12][CH2:13]2)[cH:6][cH:7]1>>[OH:1][c:2]1[cH:3][c:4](=[O:15])[n:5]([CH:8]2[CH2:9][CH2:10][CH:11]([N:16]3[CH2:17][CH:18]([NH:20][C:21](=[O:22])[CH2:23][NH:24][C:25]([c:26]4[cH:27][c:28]([C:32]([F:33])([F:34])[F:35])[cH:29][cH:30][cH:31]4)=[O:36])[CH2:19]3)[CH2:12][CH2:13]2)[cH:6][cH:7]1.